The task is: describe an organic reaction: reactants, conditions, products, and yield. This data is from the Open Reaction Database (ORD), a public repository of structured organic reaction records. Procedure: To a saturated solution of N-(3-methoxybenzyl) 3-phenylsulfonyl-5-chloroindole-2-carboxamide (1.37 g, 3.0 mmol) in dry methylene chloride (140 mL) under an inert atmosphere was added boron tribromide in hexane (1M, 10 mL, 10 mmol). After stirring for 12-20 hours, the reaction was neutralized by addition of aq. NaHCO3. After two hours, the solution was made weakly acidic by addition of dilute HC1. The precipitated product was collected by filtration and then the aqueous filtrate extracted with et... Conditions: time 16 hour. The reactants are COC=1C=C(CNC(=O)C=2NC3=CC=C(C=C3C2S(=O)(=O)C2=CC=CC=C2)Cl)C=CC1 (N-(3-methoxybenzyl) 3-phenylsulfonyl-5-chloroindole-2-carboxamide), B(Br)(Br)Br (boron tribromide), CCCCCC (hexane), C(=O)(O)[O-].[Na+] (NaHCO3). Yields the product OC=1C=C(CNC(=O)C=2NC3=CC=C(C=C3C2S(=O)(=O)C2=CC=CC=C2)Cl)C=CC1 (N-(3-hydroxybenzyl)-3-phenylsulfonyl-5-chloroindole-2-carboxamide). Run in C(Cl)Cl (methylene chloride). Reaction SMILES: C[O:2][C:3]1[CH:4]=[C:5]([CH:29]=[CH:30][CH:31]=1)[CH2:6][NH:7][C:8]([C:10]1[NH:11][C:12]2[C:17]([C:18]=1[S:19]([C:22]1[CH:27]=[CH:26][CH:25]=[CH:24][CH:23]=1)(=[O:21])=[O:20])=[CH:16][C:15]([Cl:28])=[CH:14][CH:13]=2)=[O:9].B(Br)(Br)Br.CCCCCC.C([O-])(O)=O.[Na+]>C(Cl)Cl>[OH:2][C:3]1[CH:4]=[C:5]([CH:29]=[CH:30][CH:31]=1)[CH2:6][NH:7][C:8]([C:10]1[NH:11][C:12]2[C:17]([C:18]=1[S:19]([C:22]1[CH:27]=[CH:26][CH:25]=[CH:24][CH:23]=1)(=[O:20])=[O:21])=[CH:16][C:15]([Cl:28])=[CH:14][CH:13]=2)=[O:9] |f:3.4|. Starting materials: ClC(Cl)(Cl)Cl, N#Cc1nn(-c2c(Cl)cc(C(F)(F)F)cc2Cl)cc1C=O, ClCCl, c1ccc(P(c2ccccc2)c2ccccc2)cc1. The product is N#Cc1nn(-c2c(Cl)cc(C(F)(F)F)cc2Cl)cc1C=C(Cl)Cl. RXN SMILES: [C:20]([Cl:21])([Cl:22])([Cl:23])[Cl:24].[C:25](#[N:26])[c:27]1[n:28][n:29](-[c:34]2[c:35]([Cl:45])[cH:36][c:37]([C:41]([F:42])([F:43])[F:44])[cH:38][c:39]2[Cl:40])[cH:30][c:31]1[CH:32]=[O:33].[Cl:46][CH2:47][Cl:48].[c:1]1([P:2]([c:3]2[cH:4][cH:5][cH:6][cH:7][cH:8]2)[c:9]2[cH:10][cH:11][cH:12][cH:13][cH:14]2)[cH:15][cH:16][cH:17][cH:18][cH:19]1>>[C:20]([Cl:21])([Cl:24])=[CH:32][c:31]1[c:27]([C:25]#[N:26])[n:28][n:29](-[c:34]2[c:35]([Cl:45])[cH:36][c:37]([C:41]([F:42])([F:43])[F:44])[cH:38][c:39]2[Cl:40])[cH:30]1. Yield: 96.5%. The reactants are O[C@@H]1C[C@H]2CC[C@H]3[C@]4(CC[C@H](/C=C(/C(=O)OCC)\C)[C@]4(CC[C@@H]3[C@]2(CC1)C)C)O (ethyl (E)-3β,14β-dihydroxy-21-methyl-5β-pregn-20-ene-21-carboxylate). Reaction conditions: time 2 hour. Reported procedure: To a solution of 9.60 g of ethyl (E)-3β,14β-dihydroxy-21-methyl-5β-pregn-20-ene-21-carboxylate (Boutagy J. and Thomas R., Aust. J. Pharm, Chem., 1972, NS1, 67) in 370 ml of dry tetrahydrofuran, 104 ml of 1M i-Bu2AlH in hexane were added dropwise under nitrogen at -78° C. After 2 hrs the reaction was quenched with a solution of 46.0 g of sodium sulfate in 350 ml of water and stirred at room temperature for 2 hours. The mixture was then filtered through Celite and washed with methylene chloride. T... The solvent is O1CCCC1 (tetrahydrofuran), [AlH](CC(C)C)CC(C)C (i-Bu2AlH), CCCCCC (hexane). Yields the product OC\C(=C\[C@H]1CC[C@@]2([C@@H]3CC[C@@H]4C[C@H](CC[C@]4(C)[C@H]3CC[C@]12C)O)O)\C ((E)-21-hydroxymethyl-21-methyl-5β-pregn-20-ene-3β,14β-diol). Reaction SMILES: [OH:1][C@H:2]1[CH2:26][CH2:25][C@@:24]2([CH3:27])[C@H:4]([CH2:5][CH2:6][C@@H:7]3[C@@H:23]2[CH2:22][CH2:21][C@@:20]2([CH3:28])[C@:8]3([OH:29])[CH2:9][CH2:10][C@@H:11]2/[CH:12]=[C:13](\[CH3:19])/[C:14](OCC)=[O:15])[CH2:3]1>O1CCCC1.[AlH](CC(C)C)CC(C)C.CCCCCC>[OH:15][CH2:14]/[C:13](/[CH3:19])=[CH:12]/[C@@H:11]1[C@:20]2([CH3:28])[C@@:8]([OH:29])([C@H:7]3[C@H:23]([CH2:22][CH2:21]2)[C@:24]2([CH3:27])[C@@H:4]([CH2:3][C@@H:2]([OH:1])[CH2:26][CH2:25]2)[CH2:5][CH2:6]3)[CH2:9][CH2:10]1. Reactants: COc1ccc(N(C(=O)CN2C(=O)C(Cc3nn(C(=O)OC(C)(C)C)c4ccccc34)c3nnc(-c4ccccc4)n3-c3ccccc32)C(C)C)cn1, ClCCl, O=C(O)C(F)(F)F. Yields the product COc1ccc(N(C(=O)CN2C(=O)C(Cc3n[nH]c4ccccc34)c3nnc(-c4ccccc4)n3-c3ccccc32)C(C)C)cn1. As a reaction SMILES: [C:1]([O:2][C:3](=[O:4])[n:8]1[n:9][c:10]([CH2:17][CH:18]2[C:19](=[O:53])[N:20]([CH2:38][C:39]([N:40]([c:41]3[cH:42][n:43][c:44]([O:47][CH3:48])[cH:45][cH:46]3)[CH:49]([CH3:50])[CH3:51])=[O:52])[c:21]3[c:22]([cH:34][cH:35][cH:36][cH:37]3)-[n:23]3[c:24](-[c:28]4[cH:29][cH:30][cH:31][cH:32][cH:33]4)[n:25][n:26][c:27]32)[c:11]2[cH:12][cH:13][cH:14][cH:15][c:16]12)([CH3:5])([CH3:6])[CH3:7].[Cl:61][CH2:62][Cl:63].[F:54][C:55]([F:56])([F:57])[C:58]([OH:59])=[O:60]>>[nH:8]1[n:9][c:10]([CH2:17][CH:18]2[C:19](=[O:53])[N:20]([CH2:38][C:39]([N:40]([c:41]3[cH:42][n:43][c:44]([O:47][CH3:48])[cH:45][cH:46]3)[CH:49]([CH3:50])[CH3:51])=[O:52])[c:21]3[c:22]([cH:34][cH:35][cH:36][cH:37]3)-[n:23]3[c:24](-[c:28]4[cH:29][cH:30][cH:31][cH:32][cH:33]4)[n:25][n:26][c:27]32)[c:11]2[cH:12][cH:13][cH:14][cH:15][c:16]12. Starting materials: CNC(=O)c1ccc(C(=O)OC)c(-n2c(C)cc(OCc3ccc(F)cc3F)c(Br)c2=O)c1, CC#N, C1CCOC1, CCOC(C)=O, Cl, [Na+], [OH-], O. The product is CNC(=O)c1ccc(C(=O)O)c(-n2c(C)cc(OCc3ccc(F)cc3F)c(Br)c2=O)c1. RXN SMILES: [Br:1][c:2]1[c:3](=[O:33])[n:4](-[c:19]2[c:20]([C:21](=[O:22])[O:23][CH3:24])[cH:25][cH:26][c:27]([C:29](=[O:30])[NH:31][CH3:32])[cH:28]2)[c:5]([CH3:18])[cH:6][c:7]1[O:8][CH2:9][c:10]1[c:11]([F:17])[cH:12][c:13]([F:16])[cH:14][cH:15]1.[C:38](#[N:39])[CH3:40].[CH2:41]1[O:42][CH2:43][CH2:44][CH2:45]1.[CH3:46][CH2:47][O:48][C:49](=[O:50])[CH3:51].[ClH:36].[Na+:35].[OH-:34].[OH2:37]>>[Br:1][c:2]1[c:3](=[O:33])[n:4](-[c:19]2[c:20]([C:21](=[O:22])[OH:23])[cH:25][cH:26][c:27]([C:29](=[O:30])[NH:31][CH3:32])[cH:28]2)[c:5]([CH3:18])[cH:6][c:7]1[O:8][CH2:9][c:10]1[c:11]([F:17])[cH:12][c:13]([F:16])[cH:14][cH:15]1. Reactants: FC(C(C(C(F)(F)F)(F)F)(F)F)(SCCO)F (2-(perfluorobutylthio)ethanol), ClC(C(=O)O)CCl (2,3-dichloropropionic acid). Reagents/catalysts: O.C1(=CC=C(C=C1)S(=O)(=O)O)C (p-toluene sulfonic acid monohydrate). The solvent is C1CCCCC1 (cyclohexane). The product is ClC(C(=O)OCCSC(C(C(C(F)(F)F)(F)F)(F)F)(F)F)CCl (2-(perfluorobutylthio)ethyl 2,3-dichloropropionate). Isolated yield 96.5%. As a reaction SMILES: [F:1][C:2]([F:17])([S:13][CH2:14][CH2:15][OH:16])[C:3]([F:12])([F:11])[C:4]([F:10])([F:9])[C:5]([F:8])([F:7])[F:6].[Cl:18][CH:19]([CH2:23][Cl:24])[C:20](O)=[O:21]>C1CCCCC1.O.C1(C)C=CC(S(O)(=O)=O)=CC=1>[Cl:18][CH:19]([CH2:23][Cl:24])[C:20]([O:16][CH2:15][CH2:14][S:13][C:2]([F:1])([F:17])[C:3]([F:12])([F:11])[C:4]([F:10])([F:9])[C:5]([F:8])([F:7])[F:6])=[O:21] |f:3.4|. Reported procedure: 1,1,1,2,2,3,3,4,4-nonafluoro-4-iodobutane (138.4 g (400 mmol)) was dissolved in a mixture liquid of DMF (400 ml) and water (80 ml), and mercaptoethanol (32.2 g (400 mmol)) was added. Further, sodium formate (27.2 g (400 mol)), sodium sulfite heptahydrate (100.9 g (400 mmol)) were added, and stirred at room temperature (23° C.) for one night. Water (1 L) and isopropyl ether (1 L) were added to the reaction liquid, which was separated. A water layer was further extracted with isopropyl ether (500 ...